This data is from the Open Reaction Database (ORD), a public repository of structured organic reaction records. The task is: describe an organic reaction: reactants, conditions, products, and yield Reactants: O=C([O-])[O-], O=C(CCc1cnc(Cl)cc1-c1ccccc1Cl)Nc1ccccc1Cl, [Cu]I, [K+], [K+], CN(C)C=O. The product is O=C1CCc2c(-c3ccccc3Cl)cc(Cl)nc2N1c1ccccc1Cl. Reaction SMILES: [C:27](=[O:28])([O-:29])[O-:30].[Cl:1][c:2]1[cH:3][c:4](-[c:20]2[c:21]([Cl:26])[cH:22][cH:23][cH:24][cH:25]2)[c:5]([CH2:8][CH2:9][C:10](=[O:11])[NH:12][c:13]2[c:14]([Cl:19])[cH:15][cH:16][cH:17][cH:18]2)[cH:6][n:7]1.[Cu:38][I:39].[K+:31].[K+:32].[O:33]=[CH:34][N:35]([CH3:36])[CH3:37]>>[Cl:1][c:2]1[cH:3][c:4](-[c:20]2[c:21]([Cl:26])[cH:22][cH:23][cH:24][cH:25]2)[c:5]2[c:6]([n:7]1)[N:12]([c:13]1[c:14]([Cl:19])[cH:15][cH:16][cH:17][cH:18]1)[C:10](=[O:11])[CH2:9][CH2:8]2. The reactants are FC1=C(C(=O)O)C(=C(C(=C1F)C(=O)O)F)F (2,3,5,6-tetrafluoroterephthalic acid). The solvent is O (water). Reaction conditions: temperature 130 celsius. Product: FC1=C(C(=O)O)C(=C(C=C1F)F)F (2,3,5,6-tetrafluorobenzoic acid). RXN SMILES: [F:1][C:2]1[C:10]([F:11])=[C:9](C(O)=O)[C:8]([F:15])=[C:7]([F:16])[C:3]=1[C:4]([OH:6])=[O:5]>O>[F:1][C:2]1[C:10]([F:11])=[CH:9][C:8]([F:15])=[C:7]([F:16])[C:3]=1[C:4]([OH:6])=[O:5]. Reported procedure: 80 g of 80% strength by weight 2,3,5,6-tetrafluoroterephthalic acid (containing 8% by weight of sulfuric acid and 12% by weight of water) were mixed with 300 g of water in a 0.6 l enamelled autoclave and heated for 40 hours at 130° C. After cooling to 20° C. and depressurizing, the suspension then present was filtered, washed with 60 g of water and the white solid was dried. 42 g of 2,3,5,6-tetrafluorobenzoic acid having a content of 98% by weight and a melting point of 151° C. were obtained. Starting materials: C(O)C1=C(C(=CC(=C1)OC)CO)O (2,6-dimethylol-4-methoxyphenol), C(C(=O)O)(=O)O (oxalic acid), C=1(O)C(O)=CC=CC1 (catechol). Solvent: O (water). Conditions: temperature 70 celsius. The product is COC1=CC=C(C=C1)O.C=1(O)C(O)=CC=CC1 (catechol-(p-methoxyphenol)). As a reaction SMILES: C([C:3]1[CH:8]=[C:7]([O:9][CH3:10])[CH:6]=[C:5](CO)[C:4]=1[OH:13])O.C(O)(=O)C(O)=O.[C:20]1([C:22](=[CH:24][CH:25]=[CH:26][CH:27]=1)[OH:23])[OH:21]>O>[CH3:10][O:9][C:7]1[CH:8]=[CH:3][C:4]([OH:13])=[CH:5][CH:6]=1.[C:20]1([C:22](=[CH:24][CH:25]=[CH:26][CH:27]=1)[OH:23])[OH:21] |f:4.5|. Procedure: To a 1 liter, 3 necked round bottomed flask equipped with a paddle stirrer, condenser, thermometer and heating source, were added 150 g (0.81 mole) of the 2,6-dimethylol-4-methoxyphenol, followed by 9 g (0.1 moles) of oxalic acid and 180 g (1.63 moles) of catechol. To this were added 400 g of water. The reaction mixture was stirred and heated to 70° C. Solution occurred when the temperature reached approximately 60° C. Then, the reaction mixture was heated to reflux and held at reflux for 4 hour... The reactants are Cc1cc(C)cc(Br)c1, NCCCCO. Product: Cc1cc(C)cc(NCCCCO)c1. As a reaction SMILES: [Br:1][c:2]1[cH:3][c:4]([CH3:9])[cH:5][c:6]([CH3:8])[cH:7]1.[NH2:10][CH2:11][CH2:12][CH2:13][CH2:14][OH:15]>>[c:2]1([NH:10][CH2:11][CH2:12][CH2:13][CH2:14][OH:15])[cH:3][c:4]([CH3:9])[cH:5][c:6]([CH3:8])[cH:7]1.